From a dataset of the Open Reaction Database (ORD), a public repository of structured organic reaction records. describe an organic reaction: reactants, conditions, products, and yield Starting materials: ClC1=C(C(=C2NC(C(NC2=C1)=O)=O)[N+](=O)[O-])F (7-Chloro-1,4-dihydro-6-fluoro-5-nitroquinoxaline-2,3-dione), C(C)S (ethanethiol), [Na] (sodium). Reagents/catalysts: Cl (HCl). The solvent is CS(=O)C (DMSO), O (water). Product: ClC1=C(C(=C2NC(C(NC2=C1)=O)=O)[N+](=O)[O-])SCC (7-Chloro-1,4-dihydro-6-ethylthio-5-nitroquinoxaline-2,3-dione). As a reaction SMILES: [Cl:1][C:2]1[CH:11]=[C:10]2[C:5]([NH:6][C:7](=[O:13])[C:8](=[O:12])[NH:9]2)=[C:4]([N+:14]([O-:16])=[O:15])[C:3]=1F.[CH2:18]([SH:20])[CH3:19].[Na]>CS(C)=O.O.Cl>[Cl:1][C:2]1[CH:11]=[C:10]2[C:5]([NH:6][C:7](=[O:13])[C:8](=[O:12])[NH:9]2)=[C:4]([N+:14]([O-:16])=[O:15])[C:3]=1[S:20][CH2:18][CH3:19] |^1:20|. Procedure: A solution of 7-Chloro-1,4-dihydro-6-fluoro-5-nitroquinoxaline-2,3-dione (0.100 g, 0.385 mmol) and ethanethiol, sodium salt (0.130 g, 1.55 mmol) in DMSO (1.0 mL) was stirred at room temperature for 24 h. The resulting solution was diluted with water (5 mL) and acidified with concd HCl (4-5 drops) to pH ˜5. The precipitated solid was collected by filtration under vacuum, washed with water (10 mL), and dried under vacuum to obtain 0.098 g (84%) pure (HPLC) title compound as a yellow powder; mp dar... The reactants are C1(=CC=CC=C1)PC1=CC=CC=C1 (diphenylphosphine), C(=C)[Si](OC)(OC)OC (vinyltrimethoxysilane), C(C)(C)(C)OOC(C)(C)C (t-butylperoxide). The reagents and catalysts are titanium acetylacetonate dialkoxide. The solvent is C(C)(C)O (isopropanol), C(C)(C)O (isopropanol), alcohol. Run at time 100 hour. The product is C1(=CC=CC=C1)P(CC[Si](OC)(OC)OC)C1=CC=CC=C1 (DPETMS). RXN SMILES: [C:1]1([PH:7][C:8]2[CH:13]=[CH:12][CH:11]=[CH:10][CH:9]=2)[CH:6]=[CH:5][CH:4]=[CH:3][CH:2]=1.[CH:14]([Si:16]([O:21][CH3:22])([O:19][CH3:20])[O:17][CH3:18])=[CH2:15].C(OOC(C)(C)C)(C)(C)C>C(O)(C)C>[C:8]1([P:7]([C:1]2[CH:2]=[CH:3][CH:4]=[CH:5][CH:6]=2)[CH2:15][CH2:14][Si:16]([O:21][CH3:22])([O:19][CH3:20])[O:17][CH3:18])[CH:9]=[CH:10][CH:11]=[CH:12][CH:13]=1. Procedure details: A solution of 2-(diphenylphosphino)ethyltrimethoxysilane (DPETMS) in isopropanol comprising 12% DPETMS and 88% isopropanol and 2-4 drops titanium acetylacetonate dialkoxide in alcohol was prepared. The DPETMS was synthesized by combining diphenylphosphine and vinyltrimethoxysilane in a borosilicate flask and then exposing to sunlight for 100 hours, or by using t-butylperoxide or azodiisobutryronitrile as a catalyst. Excess volatile material was removed in vacuo at 1-2 mmHg pressure and the remai... The reactants are C1(=CC=CC=C1)B(O)O (phenylboronic acid), solid, C(C1=CC=CC=C1)OC=1C=C2C(=C(N(C2=CC1)CC1=C(C=C2C(=C1)OCO2)Cl)C(=O)OCC)C2=CC=CC=C2 (ethyl 5-benzyloxy-1-(2-chloro-4,5-methylenedioxybenzyl)-3-phenylindole-2-carboxylate). The product is ClC1=C(CN2C(=C(C3=CC(=CC=C23)O)C2=CC=C(C=C2)C)C(=O)OCC)C=C2C(=C1)OCO2 (ethyl 1-(2-chloro-4,5-methylenedioxybenzyl)-5-hydroxy-3-(4-methylphenyl)indole-2-carboxylate). As a reaction SMILES: [C:1]1(B(O)O)C=CC=CC=1.C([O:17][C:18]1[CH:19]=[C:20]2[C:24](=[CH:25][CH:26]=1)[N:23]([CH2:27][C:28]1[CH:33]=[C:32]3[O:34][CH2:35][O:36][C:31]3=[CH:30][C:29]=1[Cl:37])[C:22]([C:38]([O:40][CH2:41][CH3:42])=[O:39])=[C:21]2[C:43]1[CH:48]=[CH:47][CH:46]=[CH:45][CH:44]=1)C1C=CC=CC=1>>[Cl:37][C:29]1[CH:30]=[C:31]2[O:36][CH2:35][O:34][C:32]2=[CH:33][C:28]=1[CH2:27][N:23]1[C:24]2[C:20](=[CH:19][C:18]([OH:17])=[CH:26][CH:25]=2)[C:21]([C:43]2[CH:44]=[CH:45][C:46]([CH3:1])=[CH:47][CH:48]=2)=[C:22]1[C:38]([O:40][CH2:41][CH3:42])=[O:39]. Procedure details: Following the procedure of Example 1(a)-1(c) except substituting 4-methylphenylboronic acid for phenylboronic acid in step (b), and the procedure of Example 9(a), except substituting ethyl 5-benzyloxy-1-(2-chloro-4,5-methylenedioxybenzyl)-3-(4-methylphenyl)indole-2-carboxylate for ethyl 5-benzyloxy-1-(2-chloro-4,5-methylenedioxybenzyl)-3-phenylindole-2-carboxylate, the title compound was prepared as a white solid (0.304 g, 81%). 1HNMR (400 MHz, CDCl3) δ 7.37 (m, 2H), 7.24 (s, 1H), 7.15 (d, 1H), ... Reactants: C(CC)N1C(C(=NC2=CC=CC=C12)NC(=O)OC(C)(C)C)=O (1-n-propyl-1,2-dihydro-2-oxo-3-tert-butoxycarbonylaminoquinoxaline), [OH-].[Na+] (sodium hydroxide). Solvent: CO (methanol), Cl (hydrochloric acid). The product is C(CC)N1C(C(=NC2=CC=CC=C12)N)=O (1-n-propyl-1,2-dihydro-2-oxo-3-aminoquinoxaline). Yield: 95.7%. As a reaction SMILES: [CH2:1]([N:4]1[C:13]2[C:8](=[CH:9][CH:10]=[CH:11][CH:12]=2)[N:7]=[C:6]([NH:14]C(OC(C)(C)C)=O)[C:5]1=[O:22])[CH2:2][CH3:3].[OH-].[Na+]>CO.Cl>[CH2:1]([N:4]1[C:13]2[C:8](=[CH:9][CH:10]=[CH:11][CH:12]=2)[N:7]=[C:6]([NH2:14])[C:5]1=[O:22])[CH2:2][CH3:3] |f:1.2|. Procedure: A solution of 7.12 grams (0.0234 mol) of carbamate 3 in 50 ml of methanol and 35 ml of 6N hydrochloric acid is stirred at room temperature for 4 hours. The solution is neutralized, with cooling, by addition of 6N sodium hydroxide. The crystals formed are filtered off, washed with water and dried at 50° C. 4.55 g (yield 95%) of compound 4 are thus obtained in the form of a white powder. The reactants are ClC1=C(C=CC=C1)C(CC1=CC=C(C=C1)Cl)=O (1-(2-chlorophenyl)-2-(4-chlorophenyl)ethanone), dimethyl acetal, CN(C)C=O (DMF). Reaction conditions: temperature 75 celsius, time 16 hour. Yields the product ClC1=C(C=CC=C1)C(C(=CN(C)C)C1=CC=C(C=C1)Cl)=O (1-(2-Chlorophenyl)-2-(4-chlorophenyl)-3-(dimethylamino)prop-2-en-1-one). As a reaction SMILES: [Cl:1][C:2]1[CH:7]=[CH:6][CH:5]=[CH:4][C:3]=1[C:8](=[O:17])[CH2:9][C:10]1[CH:15]=[CH:14][C:13]([Cl:16])=[CH:12][CH:11]=1.[CH3:18][N:19]([CH:21]=O)[CH3:20]>>[Cl:1][C:2]1[CH:7]=[CH:6][CH:5]=[CH:4][C:3]=1[C:8](=[O:17])[C:9]([C:10]1[CH:11]=[CH:12][C:13]([Cl:16])=[CH:14][CH:15]=1)=[CH:18][N:19]([CH3:21])[CH3:20]. Procedure details: To 13.2 g of 1-(2-chlorophenyl)-2-(4-chlorophenyl)ethanone in 100 mL of DMF was added 23.8 g of N,N-dimethylormamide dimethyl acetal. The mixture was stirred at 75° C. for 16 hours. The solution was then concentrated and used without further purification in the next step. Reactants: N#CC1CC(F)CN1C(=O)CNC12CCC(C(=O)O)(CC1)CC2, Cc1nnc(N)s1. The product is Cc1nnc(NC(=O)C23CCC(NCC(=O)N4CC(F)CC4C#N)(CC2)CC3)s1. RXN SMILES: [C:1](=[O:2])([OH:3])[C:4]12[CH2:5][CH2:6][C:7]([NH:12][CH2:13][C:14](=[O:15])[N:16]3[CH:17]([C:22]#[N:23])[CH2:18][CH:19]([F:21])[CH2:20]3)([CH2:8][CH2:9]1)[CH2:10][CH2:11]2.[NH2:24][c:25]1[s:26][c:27]([CH3:30])[n:28][n:29]1>>[C:1](=[O:2])([C:4]12[CH2:5][CH2:6][C:7]([NH:12][CH2:13][C:14](=[O:15])[N:16]3[CH:17]([C:22]#[N:23])[CH2:18][CH:19]([F:21])[CH2:20]3)([CH2:8][CH2:9]1)[CH2:10][CH2:11]2)[NH:24][c:25]1[s:26][c:27]([CH3:30])[n:28][n:29]1. The reactants are CCc1nc2ccccc2n1-c1nc(N2CCOCC2)c2nc(C3(O)CCCN(C(=O)OC(C)(C)C)C3)n(C)c2n1, C1COCCOCCOCCOCCO1, C1CCOC1, [H-], CI, [Na+]. The product is CCc1nc2ccccc2n1-c1nc(N2CCOCC2)c2nc(C3(OC)CCCN(C(=O)OC(C)(C)C)C3)n(C)c2n1. As a reaction SMILES: [C:1]([CH3:2])([CH3:3])([CH3:4])[O:5][C:6](=[O:7])[N:8]1[CH2:9][C:10]([OH:14])([c:15]2[n:16]([CH3:41])[c:17]3[n:18][c:19](-[n:30]4[c:31]([CH2:39][CH3:40])[n:32][c:33]5[c:34]4[cH:35][cH:36][cH:37][cH:38]5)[n:20][c:21]([N:24]4[CH2:25][CH2:26][O:27][CH2:28][CH2:29]4)[c:22]3[n:23]2)[CH2:11][CH2:12][CH2:13]1.[CH2:46]1[O:47][CH2:48][CH2:49][O:50][CH2:51][CH2:52][O:53][CH2:54][CH2:55][O:56][CH2:57][CH2:58][O:59][CH2:60]1.[CH2:61]1[O:62][CH2:63][CH2:64][CH2:65]1.[H-:43].[I:44][CH3:45].[Na+:42]>>[C:1]([CH3:2])([CH3:3])([CH3:4])[O:5][C:6](=[O:7])[N:8]1[CH2:9][C:10]([O:14][CH3:46])([c:15]2[n:16]([CH3:41])[c:17]3[n:18][c:19](-[n:30]4[c:31]([CH2:39][CH3:40])[n:32][c:33]5[c:34]4[cH:35][cH:36][cH:37][cH:38]5)[n:20][c:21]([N:24]4[CH2:25][CH2:26][O:27][CH2:28][CH2:29]4)[c:22]3[n:23]2)[CH2:11][CH2:12][CH2:13]1. Product: CCCCc1nc(-c2ccc(C(F)(F)F)cc2)sc1COCc1ccc(C(=O)OC)c(F)c1. Reaction SMILES: [C:22](=[O:23])([O-:24])[O-:25].[CH2:1]([CH2:2][CH2:3][CH3:4])[c:5]1[n:6][c:7](-[c:12]2[cH:13][cH:14][c:15]([C:18]([F:19])([F:20])[F:21])[cH:16][cH:17]2)[s:8][c:9]1[CH2:10][OH:11].[CH3:28][O:29][C:30]([c:31]1[c:32]([F:39])[cH:33][c:34]([CH2:37][Br:38])[cH:35][cH:36]1)=[O:40].[Cs+:26].[Cs+:27].[O:41]=[CH:42][N:43]([CH3:44])[CH3:45]>>[CH2:1]([CH2:2][CH2:3][CH3:4])[c:5]1[n:6][c:7](-[c:12]2[cH:13][cH:14][c:15]([C:18]([F:19])([F:20])[F:21])[cH:16][cH:17]2)[s:8][c:9]1[CH2:10][O:11][CH2:37][c:34]1[cH:33][c:32]([F:39])[c:31]([C:30]([O:29][CH3:28])=[O:40])[cH:36][cH:35]1. Starting materials: O=C([O-])[O-], CCCCc1nc(-c2ccc(C(F)(F)F)cc2)sc1CO, COC(=O)c1ccc(CBr)cc1F, [Cs+], [Cs+], CN(C)C=O.